Dataset: the Open Reaction Database (ORD), a public repository of structured organic reaction records. Task: describe an organic reaction: reactants, conditions, products, and yield Reactants: O=C([O-])[O-], ClCCBr, [K+], [K+], O=[N+]([O-])c1ccc(-c2cn3c(n2)sc2cc(O)ccc23)cc1, CN(C)C=O, O. The product is O=[N+]([O-])c1ccc(-c2cn3c(n2)sc2cc(OCCCl)ccc23)cc1. Reaction SMILES: [C:23](=[O:24])([O-:25])[O-:26].[Cl:29][CH2:30][CH2:31][Br:32].[K+:27].[K+:28].[N+:1](=[O:2])([O-:3])[c:4]1[cH:5][cH:6][c:7](-[c:10]2[n:11][c:12]3[s:13][c:14]4[c:15]([n:16]3[cH:17]2)[cH:18][cH:19][c:20]([OH:22])[cH:21]4)[cH:8][cH:9]1.[O:34]=[CH:35][N:36]([CH3:37])[CH3:38].[OH2:33]>>[N+:1](=[O:2])([O-:3])[c:4]1[cH:5][cH:6][c:7](-[c:10]2[n:11][c:12]3[s:13][c:14]4[c:15]([n:16]3[cH:17]2)[cH:18][cH:19][c:20]([O:22][CH2:31][CH2:30][Cl:29])[cH:21]4)[cH:8][cH:9]1. Reactants: COC(CCC1=C(C=C(C=C1)OC(C)C1=C(N=C(O1)C1=CC=C(C=C1)B1OC(C(O1)(C)C)(C)C)C(C)C)C)=O (3-[4-(1-{4-isopropyl-2-[4-(4,4,5,5-tetramethyl-[1,3,2]dioxaborolan-2-yl)-phenyl]-oxazol-5-yl}-ethoxy)-2-methyl-phenyl]-propionic acid methyl ester), C(=O)([O-])[O-].[Na+].[Na+] (Na2CO3), ClC1=NC=CC=N1 (2-chloropyrimidine). The reagents and catalysts are C1=CC=C(C=C1)P([C-]2C=CC=C2)C3=CC=CC=C3.C1=CC=C(C=C1)P([C-]2C=CC=C2)C3=CC=CC=C3.Cl[Pd]Cl.[Fe+2] (Pd(dppf)Cl2). The solvent is C1(=CC=CC=C1)C (toluene). Conditions: temperature 100 celsius. The product is C(C)(C)C=1N=C(OC1C(C)OC1=CC(=C(C=C1)CCC(=O)O)C)C1=CC=C(C=C1)C1=NC=CC=N1 (3-(4-{1-[4-Isopropyl-2-(4-pyrimidin-2-yl-phenyl)-oxazol-5-yl]-ethoxy}-2-methyl-phenyl)-propionic acid). As a reaction SMILES: C[O:2][C:3](=[O:39])[CH2:4][CH2:5][C:6]1[CH:11]=[CH:10][C:9]([O:12][CH:13]([C:15]2[O:19][C:18]([C:20]3[CH:25]=[CH:24][C:23](B4OC(C)(C)C(C)(C)O4)=[CH:22][CH:21]=3)=[N:17][C:16]=2[CH:35]([CH3:37])[CH3:36])[CH3:14])=[CH:8][C:7]=1[CH3:38].C([O-])([O-])=O.[Na+].[Na+].Cl[C:47]1[N:52]=[CH:51][CH:50]=[CH:49][N:48]=1>C1(C)C=CC=CC=1.C1C=CC(P(C2C=CC=CC=2)[C-]2C=CC=C2)=CC=1.C1C=CC(P(C2C=CC=CC=2)[C-]2C=CC=C2)=CC=1.Cl[Pd]Cl.[Fe+2]>[CH:35]([C:16]1[N:17]=[C:18]([C:20]2[CH:21]=[CH:22][C:23]([C:47]3[N:52]=[CH:51][CH:50]=[CH:49][N:48]=3)=[CH:24][CH:25]=2)[O:19][C:15]=1[CH:13]([O:12][C:9]1[CH:10]=[CH:11][C:6]([CH2:5][CH2:4][C:3]([OH:2])=[O:39])=[C:7]([CH3:38])[CH:8]=1)[CH3:14])([CH3:37])[CH3:36] |f:1.2.3,6.7.8.9|. Procedure details: A solution of 3-[4-(1-{4-isopropyl-2-[4-(4,4,5,5-tetramethyl-[1,3,2]dioxaborolan-2-yl)-phenyl]-oxazol-5-yl}-ethoxy)-2-methyl-phenyl]-propionic acid methyl ester (130 mg, 0.250 mmol) in toluene (3 mL) is bubbled with nitrogen gas for 10 minutes. To this, Pd(dppf)Cl2 (10 mg), Na2CO3 (1.0 mL, 2.0 M), 2-chloropyrimidine (43 mg, 0.375 mmol) are added. The resulting suspension is stirred and heated at 100° C. for 8 hours and quenched with water (1.0 mL). The mixture is extracted with EtOAc (20 mL×2) a... The reactants are [OH-].[NH4+] (ammonium hydroxide), Cl.CN(CCCN=C=NCC)C (N-(3-dimethylaminopropyl)-N′-ethylcarbodiimide hydrochloride), ON1N=NC2=C1C=CC=C2 (1-hydroxybenzotriazole), C(#N)C=1C(=C(SC1SC)C(=O)O)I (4-cyano-3-iodo-5-(methylsulfanyl)thiophene-2-carboxylic acid). Run in C(Cl)Cl (methylene chloride), C(Cl)Cl (methylene chloride), CO (methanol), O (Water). Run at time 2 hour. Yields the product C(#N)C=1C(=C(SC1SC)C(=O)N)I (4-cyano-3-iodo-5-(methylsulfanyl)thiophene-2-carboxamide). As a reaction SMILES: [C:1]([C:3]1[C:4]([I:13])=[C:5]([C:10](O)=[O:11])[S:6][C:7]=1[S:8][CH3:9])#[N:2].Cl.C[N:16](C)CCCN=C=NCC.ON1C2C=CC=CC=2N=N1.[OH-].[NH4+]>C(Cl)Cl.CO.O>[C:1]([C:3]1[C:4]([I:13])=[C:5]([C:10]([NH2:16])=[O:11])[S:6][C:7]=1[S:8][CH3:9])#[N:2] |f:1.2,4.5|. Procedure details: To a suspension of 4-cyano-3-iodo-5-(methylsulfanyl)thiophene-2-carboxylic acid (2.85 g, 7.93 mmol) in methylene chloride (30 mL), were added N-(3-dimethylaminopropyl)-N′-ethylcarbodiimide hydrochloride (3.28 g, 17.1 mmol) and 1-hydroxybenzotriazole (2.27 g, 16.8 mmol). The reaction mixture was stirred at room temperature for two hours and ammonium hydroxide (15.4 mL) was added and the biphasic mixture was stirred at room temperature for two hours. Water (100 mL), methanol (50 mL), methylene chl...